From a dataset of the Open Reaction Database (ORD), a public repository of structured organic reaction records. describe an organic reaction: reactants, conditions, products, and yield Reactants: [H-].[Na+] (NaH), C(C(C)(C)C)I (neopentyl iodide), CC1(C(=C(C(O1)=O)O)C1=CC=C(C=C1)S(=O)(=O)C)C (5,5-dimethyl-3-hydroxy-4-(4-(methylsulfonyl)phenyl)-5H-furan-2-one). Solvent: CCOC(=O)C (EtOAc), CN(C)C=O (DMF). Reaction conditions: time 18 hour. The product is CC1(C(=C(C(O1)=O)OCC(C)(C)C)C1=CC=C(C=C1)S(=O)(=O)C)C (5,5-Dimethyl-3-(2,2-dimethylpropyloxy)-4-(4-(methylsulfonyl)phenyl)-5H-furan-2-one). As a reaction SMILES: [CH3:1][C:2]1([CH3:19])[O:6][C:5](=[O:7])[C:4]([OH:8])=[C:3]1[C:9]1[CH:14]=[CH:13][C:12]([S:15]([CH3:18])(=[O:17])=[O:16])=[CH:11][CH:10]=1.[H-].[Na+].[CH2:22](I)[C:23]([CH3:26])([CH3:25])[CH3:24]>CN(C=O)C.CCOC(C)=O>[CH3:1][C:2]1([CH3:19])[O:6][C:5](=[O:7])[C:4]([O:8][CH2:22][C:23]([CH3:26])([CH3:25])[CH3:24])=[C:3]1[C:9]1[CH:10]=[CH:11][C:12]([S:15]([CH3:18])(=[O:17])=[O:16])=[CH:13][CH:14]=1 |f:1.2|. Reported procedure: To a mixture of 5,5-dimethyl-3-hydroxy-4-(4-(methylsulfonyl)phenyl)-5H-furan-2-one (500 mg, 1.77 mmol, Example 109, Step 1) in DMF (6 mL) were added NaH (65 mg, 1.2 eq.), and neopentyl iodide (585 μL). After a period of 18 h at 70° C., the reaction mixture was diluted with EtOAc. The mixture was washed with H2O and the organic phase separated, dried over MgSO4 and evaporated under reduced pressure. The resulting oil was purified by flash chromatography to provide the title compound (124 mg) as a... Reactants: C1(=CC=CC=C1)N1C(N(C(=C1C1=CC=CC=C1)C1=CC=CC=C1)CCCCCCCP(OCC)(=O)OCC)=O (Diethyl 7-(3,4,5-triphenyl-2-oxo-2,3-dihydroimidazol-1-yl)heptanephosphonate), C[Si](C)(C)I (trimethylsilyl iodide). The solvent is C(Cl)(Cl)Cl (chloroform). Reaction conditions: temperature -40 celsius, time 2.5 hour. Product: C1(=CC=CC=C1)N1C(N(C(=C1C1=CC=CC=C1)C1=CC=CC=C1)CCCCCCCP(O)(=O)O)=O (7-(3,4,5-triphenyl-2-oxo-2,3-dihydroimidazol-1-yl)heptanephosphonic acid). Yield: 15.0%. RXN SMILES: [C:1]1([N:7]2[C:11]([C:12]3[CH:17]=[CH:16][CH:15]=[CH:14][CH:13]=3)=[C:10]([C:18]3[CH:23]=[CH:22][CH:21]=[CH:20][CH:19]=3)[N:9]([CH2:24][CH2:25][CH2:26][CH2:27][CH2:28][CH2:29][CH2:30][P:31]([O:36]CC)(=[O:35])[O:32]CC)[C:8]2=[O:39])[CH:6]=[CH:5][CH:4]=[CH:3][CH:2]=1.C[Si](I)(C)C>C(Cl)(Cl)Cl>[C:1]1([N:7]2[C:11]([C:12]3[CH:13]=[CH:14][CH:15]=[CH:16][CH:17]=3)=[C:10]([C:18]3[CH:19]=[CH:20][CH:21]=[CH:22][CH:23]=3)[N:9]([CH2:24][CH2:25][CH2:26][CH2:27][CH2:28][CH2:29][CH2:30][P:31]([OH:36])(=[O:32])[OH:35])[C:8]2=[O:39])[CH:2]=[CH:3][CH:4]=[CH:5][CH:6]=1. Reported procedure: Diethyl 7-(3,4,5-triphenyl-2-oxo-2,3-dihydroimidazol-1-yl)heptanephosphonate (0.58 g) was dissolved in dry chloroform, cooled to -40° C. and to it was added trimethylsilyl iodide (1.05 g) over 2 mins under an atmosphere of nitrogen. The cooling bath was removed and the reaction mixture was stirred for 2.5 hours at room temperature then evaporated to an oil and re-evaporated from methanol, treated with excess aqueous sodium bicarbonate, evaporated to an oil and re-evaporated from methanol, water ... Reactants: BrC1=C(C=CC(=C1Cl)Cl)[N+](=O)[O-] (2-bromo-3,4-dichloronitrobenzene), [H][H] (hydrogen), C (charcoal), C (charcoal). Run in C1(=CC=CC=C1)C (toluene), C(C)OCC (diethyl ether). The product is BrC1=C(N)C=CC(=C1Cl)Cl (2-bromo-3,4-dichloroaniline). Yield: 86.1%. As a reaction SMILES: [Br:1][C:2]1[C:7]([Cl:8])=[C:6]([Cl:9])[CH:5]=[CH:4][C:3]=1[N+:10]([O-])=O.[H][H].C>C1(C)C=CC=CC=1.C(OCC)C>[Br:1][C:2]1[C:7]([Cl:8])=[C:6]([Cl:9])[CH:5]=[CH:4][C:3]=1[NH2:10]. Procedure details: A solution of 2-bromo-3,4-dichloronitrobenzene (23.5 g) in toluene was treated at 25°-35° C. for 1.25 hours with hydrogen in the presence of charcoal containing 5% platinum. The solution was then filtered and the filtrate was evaporated to dryness. The brown solid thus obtained was dissolved in diethyl ether and the solution was treated with decolourising charcoal and filtered. Evaporation to dryness of the filtrate gave 2-bromo-3,4-dichloroaniline (18.0 g), m.p. 78°-80° C. in the form of a brow...